This data is from the Open Reaction Database (ORD), a public repository of structured organic reaction records. The task is: describe an organic reaction: reactants, conditions, products, and yield The reactants are O=C1Nc2ccccc2N(C(=O)Cl)c2ccccc21, CN1CCN(N)CC1, C1COCCO1. Yields the product CN1CCN(NC(=O)N2c3ccccc3NC(=O)c3ccccc32)CC1. As a reaction SMILES: [Cl:1][C:2](=[O:3])[N:4]1[c:5]2[c:6]([cH:16][cH:17][cH:18][cH:19]2)[NH:7][C:8](=[O:15])[c:9]2[c:10]1[cH:11][cH:12][cH:13][cH:14]2.[NH2:20][N:21]1[CH2:22][CH2:23][N:24]([CH3:27])[CH2:25][CH2:26]1.[O:28]1[CH2:29][CH2:30][O:31][CH2:32][CH2:33]1>>[C:2](=[O:3])([N:4]1[c:5]2[c:6]([cH:16][cH:17][cH:18][cH:19]2)[NH:7][C:8](=[O:15])[c:9]2[c:10]1[cH:11][cH:12][cH:13][cH:14]2)[NH:20][N:21]1[CH2:22][CH2:23][N:24]([CH3:27])[CH2:25][CH2:26]1.